From a dataset of the Open Reaction Database (ORD), a public repository of structured organic reaction records. describe an organic reaction: reactants, conditions, products, and yield Reactants: C(C)O (ethanol), O=C[C@H](O)[C@@H](O)[C@H](O)[C@H](O)CO (D-glucose), [Sn] (tin), C(C=C)Br (allyl bromide). Solvent: O (water). Product: C(C=C)C(O)[C@H](O)[C@@H](O)[C@H](O)[C@H](O)CO (1-Allyl Sorbitol). Reaction SMILES: C(O)C.[O:4]=[CH:5][C@@H:6]([C@H:8]([C@@H:10]([C@@H:12]([CH2:14][OH:15])[OH:13])[OH:11])[OH:9])[OH:7].[Sn].[CH2:17](Br)[CH:18]=[CH2:19]>O>[CH2:19]([CH:5]([C@@H:6]([C@H:8]([C@@H:10]([C@@H:12]([CH2:14][OH:15])[OH:13])[OH:11])[OH:9])[OH:7])[OH:4])[CH:18]=[CH2:17] |^3:15|. Reported procedure: A three liter three-necked round bottom flask, equipped with heating mantle, stirrer, nitrogen inlet, and condensor, was charged with 900 mL of ethanol, 150 mL of water, 180 g (1.00 mole) of D-glucose, 119 g (1.00 mole) of tin powder (−100 mesh), and 121 g (1.00 mole) of allyl bromide. The mixture was stirred and slowly heated to reflux—a significant exotherm and gas evolution was observed at 60° C. The gray suspension was stirred at reflux for two days, in which time the reaction mixture turned... Starting materials: N#N (N2), CCN(C(C)C)C(C)C (DIPEA), ClCC=1N=C(SC1)C(=O)OCC (ethyl 4-(chloromethyl)thiazole-2-carboxylate), [N+](=O)([O-])C1=NNN=C1 (4-nitro-2H-[1,2,3]triazole), solution. Solvent: O (Water), CC(OCC)=O (EA), CN(C)C=O (DMF), CN(C)C=O (DMF), CN(C)C=O (DMF). Run at temperature 50 celsius, time 8 hour. The product is [N+](=O)([O-])C1=NN(N=C1)CC=1N=C(SC1)C(=O)OCC (Ethyl 4-((4-nitro-2H-1,2,3-triazol-2-yl)methyl)thiazole-2-carboxylate). As a reaction SMILES: N#N.Cl[CH2:4][C:5]1[N:6]=[C:7]([C:10]([O:12][CH2:13][CH3:14])=[O:11])[S:8][CH:9]=1.[N+:15]([C:18]1[CH:22]=[N:21][NH:20][N:19]=1)([O-:17])=[O:16].CCN(C(C)C)C(C)C>CN(C=O)C.CC(=O)OCC.O>[N+:15]([C:18]1[CH:22]=[N:21][N:20]([CH2:4][C:5]2[N:6]=[C:7]([C:10]([O:12][CH2:13][CH3:14])=[O:11])[S:8][CH:9]=2)[N:19]=1)([O-:17])=[O:16]. Procedure details: In a flame dried round-bottomed flask equipped with a magnetic stir bar and under inert atmosphere (N2), a solution of ethyl 4-(chloromethyl)thiazole-2-carboxylate (WO 2009077990 A1) (2.16 g, 10.5 mmol) in DMF (15.0 mL) was added to a solution of 4-nitro-2H-[1,2,3]triazole (T. E. Eagles et al. Organic preparations and procedures 2 (2), 117-119, 1970; P. N. Neuman J. Heterocycl. Chem. 8, 51-56, 1971) (8.0 g of a 10% solution in DMF, 7.01 mmol) in DMF (15.0 mL) pre-treated for 30 min with DIPEA (1... Starting materials: O=C(O)c1cn(Cc2ccccc2)nn1, NCc1cn(-c2ccccc2)c2cc(Cl)ccc2c1=O. The product is O=C(NCc1cn(-c2ccccc2)c2cc(Cl)ccc2c1=O)c1cn(Cc2ccccc2)nn1. As a reaction SMILES: [CH2:21]([c:22]1[cH:23][cH:24][cH:25][cH:26][cH:27]1)[n:28]1[n:29][n:30][c:31]([C:33](=[O:34])[OH:35])[cH:32]1.[NH2:1][CH2:2][c:3]1[cH:4][n:5](-[c:15]2[cH:16][cH:17][cH:18][cH:19][cH:20]2)[c:6]2[cH:7][c:8]([Cl:14])[cH:9][cH:10][c:11]2[c:12]1=[O:13]>>[NH:1]([CH2:2][c:3]1[cH:4][n:5](-[c:15]2[cH:16][cH:17][cH:18][cH:19][cH:20]2)[c:6]2[cH:7][c:8]([Cl:14])[cH:9][cH:10][c:11]2[c:12]1=[O:13])[C:33]([c:31]1[n:30][n:29][n:28]([CH2:21][c:22]2[cH:23][cH:24][cH:25][cH:26][cH:27]2)[cH:32]1)=[O:34]. The reactants are CC(C)(OC(=O)N(C(=O)OC(C)(C)C)N=CNCCCC(P(OCC)(=O)OCC)P(OCC)(=O)OCC)C (tetraethyl 4-((bis(1,1-dimethylethoxycarbonyl)aminoiminomethyl)amino)butane-1,1-bisphosphonate). Solvent: Cl (hydrochloric acid). The product is NN=CNCCCC(P(O)(=O)O)P(O)(=O)O (4-((aminoiminomethyl)amino)butane-1,1-bisphosphonic acid). As a reaction SMILES: CC(C)(OC([N:7]([N:15]=[CH:16][NH:17][CH2:18][CH2:19][CH2:20][CH:21]([P:30]([O:35]CC)(=[O:34])[O:31]CC)[P:22]([O:27]CC)(=[O:26])[O:23]CC)C(OC(C)(C)C)=O)=O)C>Cl>[NH2:7][N:15]=[CH:16][NH:17][CH2:18][CH2:19][CH2:20][CH:21]([P:30]([OH:35])(=[O:31])[OH:34])[P:22]([OH:26])(=[O:23])[OH:27]. Procedure details: A solution of 0.92 g (2.56 mmol) of tetraethyl 4-((bis(1,1-dimethylethoxycarbonyl)aminoiminomethyl)amino)butane-1,1-bisphosphonate in 15 ml of concentrated hydrochloric acid is heated at boiling point for 12 hours. After concentration, the residue is treated with ethanol. The precipitate is filtered off with suction under reduced pressure and dried under reduced pressure. It is recrystallized from ethanol/water.